From a dataset of the Open Reaction Database (ORD), a public repository of structured organic reaction records. describe an organic reaction: reactants, conditions, products, and yield Starting materials: CC(=O)O[BH-](OC(C)=O)OC(C)=O, CC(C)(C)OC(=O)N1CCCC1C=O, CC(C)CN, ClCCCl, [Na+], [Na+], [OH-], O. Yields the product CC(C)CNCC1CCCN1C(=O)OC(C)(C)C. RXN SMILES: [C:1]([O:2][BH-:3]([O:4][C:5](=[O:6])[CH3:7])[O:8][C:9](=[O:10])[CH3:11])(=[O:12])[CH3:13].[C:20]([CH3:21])([CH3:22])([CH3:23])[O:24][C:25](=[O:26])[N:27]1[CH:28]([CH:29]=[O:30])[CH2:31][CH2:32][CH2:33]1.[CH2:15]([CH:16]([CH3:17])[CH3:18])[NH2:19].[Cl:36][CH2:37][CH2:38][Cl:39].[Na+:14].[Na+:35].[OH-:34].[OH2:40]>>[CH2:15]([CH:16]([CH3:17])[CH3:18])[NH:19][CH2:29][CH:28]1[N:27]([C:25]([O:24][C:20]([CH3:21])([CH3:22])[CH3:23])=[O:26])[CH2:33][CH2:32][CH2:31]1. The reactants are [Na+].C1=CC=CC2=CC3=CC=CC=C3C(=C12)C(=O)OCC(S(=O)(=O)[O-])(F)F (9-anthracenecarbonyloxymethyl difluoromethanesulfonic acid sodium salt), benzoyloxymethyldifluorosulfonic acid sodium salt, [Na].FC(S(=O)(=O)[O-])(F)F.C1(=CC=CC=C1)C(C1=CC=CC=C1)[SH+]C1=CC=CC=C1 (diphenylmethylphenylsulfonium trifluoromethanesulfonic acid sodium salt). Product: C1(=CC=CC=C1)C(C1=CC=CC=C1)[SH+]C1=CC=CC=C1.FC(COC(=O)C=1C2=CC=CC=C2C=C2C=CC=CC12)(S(=O)(=O)O)F (9-anthracenecarboxylic acid 2,2-difluoro-2-sulfoethyl ester diphenylmethylphenylsulfonium salt). Yield: 85.6%. Reaction SMILES: [Na+].[CH:2]1[C:15]2[C:6](=[CH:7][C:8]3[C:13]([C:14]=2[C:16]([O:18][CH2:19][C:20]([F:26])([F:25])[S:21]([O-:24])(=[O:23])=[O:22])=[O:17])=[CH:12][CH:11]=[CH:10][CH:9]=3)[CH:5]=[CH:4][CH:3]=1.[Na].FC(F)(F)S([O-])(=O)=O.[C:36]1([CH:42]([SH+:49][C:50]2[CH:55]=[CH:54][CH:53]=[CH:52][CH:51]=2)[C:43]2[CH:48]=[CH:47][CH:46]=[CH:45][CH:44]=2)[CH:41]=[CH:40][CH:39]=[CH:38][CH:37]=1>>[C:43]1([CH:42]([SH+:49][C:50]2[CH:55]=[CH:54][CH:53]=[CH:52][CH:51]=2)[C:36]2[CH:41]=[CH:40][CH:39]=[CH:38][CH:37]=2)[CH:44]=[CH:45][CH:46]=[CH:47][CH:48]=1.[F:26][C:20]([F:25])([S:21]([OH:24])(=[O:23])=[O:22])[CH2:19][O:18][C:16]([C:14]1[C:13]2[C:8]([CH:7]=[C:6]3[C:15]=1[CH:2]=[CH:3][CH:4]=[CH:5]3)=[CH:9][CH:10]=[CH:11][CH:12]=2)=[O:17] |f:0.1,2.3.4,5.6,^1:26|. Procedure: <2> The reaction described in <3> of Synthesis Example 1 was performed under the same conditions, except that the 9-anthracenecarbonyloxymethyl difluoromethanesulfonic acid sodium salt (3.82 g) produced in <1> of Synthesis Example 9 above was used instead of the benzoyloxymethyldifluorosulfonic acid sodium salt in the reaction with diphenylmethylphenylsulfonium trifluoromethanesulfonic acid sodium salt, and thus 3.86 g (yield 85.6%) of 9-anthracenecarboxylic acid 2,2-difluoro-2-sulfoethyl ester ... The reactants are C(CCCCCCC)OC1=CC=C(C=C1)[Mg]Br (4-octyloxyphenylmagnesium bromide), BrC1=CC=C(C#N)C=C1 (4-bromobenzonitrile), C1(=CC=CC=C1)P(C1=CC=CC=C1)C1=CC=CC=C1 (triphenylphosphine). Reagents/catalysts: [Pd](Cl)Cl (palladium (II) chloride). Solvent: O1CCCC1 (tetrahydrofuran), O1CCCC1 (tetrahydrofuran). Product: C(CCCCCCC)OC1=CC=C(C=C1)C1=CC=C(C=C1)C#N (4'-octyloxybiphenyl-4-carbonitrile). Isolated yield 92.0%. Reaction SMILES: [CH2:1]([O:9][C:10]1[CH:15]=[CH:14][C:13]([Mg]Br)=[CH:12][CH:11]=1)[CH2:2][CH2:3][CH2:4][CH2:5][CH2:6][CH2:7][CH3:8].Br[C:19]1[CH:26]=[CH:25][C:22]([C:23]#[N:24])=[CH:21][CH:20]=1.C1(P(C2C=CC=CC=2)C2C=CC=CC=2)C=CC=CC=1>O1CCCC1.[Pd](Cl)Cl>[CH2:1]([O:9][C:10]1[CH:15]=[CH:14][C:13]([C:19]2[CH:26]=[CH:25][C:22]([C:23]#[N:24])=[CH:21][CH:20]=2)=[CH:12][CH:11]=1)[CH2:2][CH2:3][CH2:4][CH2:5][CH2:6][CH2:7][CH3:8]. Reported procedure: 4-octyloxyphenylmagnesium bromide (124 g, 25% solution in tetrahydrofuran) is added dropwise over ten hours to a refluxing solution of 4-bromobenzonitrile (17 g), palladium (II) chloride (0.68 g) and triphenylphosphine (2.0 g) in tetrahydrofuran (100 ml). [HPLC: yield 92-94%]. After cooling to room temperature tetrahydrofuran is removed under vacuum. Water (20 ml) and toluene (150 ml) are added and the mixture filtered hot (80-85 C.). The aqueous phase is separated off, and the solvent removed b... Starting materials: O=C1CCC(=O)N1Br, ClC(Cl)(Cl)Cl, ClCCl, Cc1ccccc1C(F)F, CC(C)(C#N)N=NC(C)(C)C#N. Product: FC(F)c1ccccc1CBr. RXN SMILES: [Br:11][N:12]1[C:13](=[O:14])[CH2:15][CH2:16][C:17]1=[O:18].[C:31]([Cl:32])([Cl:33])([Cl:34])[Cl:35].[Cl:36][CH2:37][Cl:38].[F:1][CH:2]([c:3]1[c:4]([CH3:9])[cH:5][cH:6][cH:7][cH:8]1)[F:10].[N:19]([C:20]([CH3:21])([CH3:22])[C:23]#[N:24])=[N:25][C:26]([CH3:27])([CH3:28])[C:29]#[N:30]>>[F:1][CH:2]([c:3]1[c:4]([CH2:9][Br:11])[cH:5][cH:6][cH:7][cH:8]1)[F:10]. Reactants: COC(=O)c1scc(Br)c1OCC(=O)OC(C)(C)C, OB(O)c1ccc2[nH]ccc2c1. Product: COC(=O)c1scc(-c2ccc3[nH]ccc3c2)c1OCC(=O)OC(C)(C)C. RXN SMILES: [CH3:1][O:2][C:3](=[O:4])[c:5]1[s:6][cH:7][c:8]([Br:19])[c:9]1[O:10][CH2:11][C:12](=[O:13])[O:14][C:15]([CH3:16])([CH3:17])[CH3:18].[nH:20]1[cH:21][cH:22][c:23]2[cH:24][c:25]([B:29]([OH:30])[OH:31])[cH:26][cH:27][c:28]12>>[CH3:1][O:2][C:3](=[O:4])[c:5]1[s:6][cH:7][c:8](-[c:25]2[cH:24][c:23]3[cH:22][cH:21][nH:20][c:28]3[cH:27][cH:26]2)[c:9]1[O:10][CH2:11][C:12](=[O:13])[O:14][C:15]([CH3:16])([CH3:17])[CH3:18]. Reactants: BrC=1OC2=C(C1C(C(=O)OCC)OC(C)(C)C)C=CC=C2 (ethyl 2-(2-bromo-1-benzofuran-3-yl)-2-(tert-butoxy)acetate), C([O-])([O-])=O.[Na+].[Na+] (sodium carbonate), CC1(OB(OC1(C)C)C=1C=C2CCCOC2=CC1)C (6-(4,4,5,5-tetramethyl-1,3,2-dioxaborolan-2-yl)chroman). The reagents and catalysts are C1(=CC=CC=C1)P(C1=CC=CC=C1)C1=CC=CC=C1.C1(=CC=CC=C1)P(C1=CC=CC=C1)C1=CC=CC=C1.C1(=CC=CC=C1)P(C1=CC=CC=C1)C1=CC=CC=C1.C1(=CC=CC=C1)P(C1=CC=CC=C1)C1=CC=CC=C1.[Pd] (palladium tetrakis(triphenylphosphine)). The solvent is O (water), C1(=CC=CC=C1)C (toluene), O (water), C(C)O (ethanol). Reaction conditions: temperature 95 celsius. Yields the product C(C)(C)(C)OC(C(=O)OCC)C1=C(OC2=C1C=CC=C2)C=2C=CC1=C(CCCO1)C2 (ethyl 2-(tert-butoxy)-2-[2-(3,4-dihydro-2H-1-benzopyran-6-yl)-1-benzofuran-3-yl]acetate). The yield is 53.6%. RXN SMILES: Br[C:2]1[O:3][C:4]2[CH:21]=[CH:20][CH:19]=[CH:18][C:5]=2[C:6]=1[CH:7]([O:13][C:14]([CH3:17])([CH3:16])[CH3:15])[C:8]([O:10][CH2:11][CH3:12])=[O:9].C(=O)([O-])[O-].[Na+].[Na+].CC1(C)C(C)(C)OB([C:36]2[CH:37]=[C:38]3[C:43](=[CH:44][CH:45]=2)[O:42][CH2:41][CH2:40][CH2:39]3)O1>C1(C)C=CC=CC=1.O.C(O)C.C1(P(C2C=CC=CC=2)C2C=CC=CC=2)C=CC=CC=1.C1(P(C2C=CC=CC=2)C2C=CC=CC=2)C=CC=CC=1.C1(P(C2C=CC=CC=2)C2C=CC=CC=2)C=CC=CC=1.C1(P(C2C=CC=CC=2)C2C=CC=CC=2)C=CC=CC=1.[Pd]>[C:14]([O:13][CH:7]([C:6]1[C:5]2[CH:18]=[CH:19][CH:20]=[CH:21][C:4]=2[O:3][C:2]=1[C:36]1[CH:45]=[CH:44][C:43]2[O:42][CH2:41][CH2:40][CH2:39][C:38]=2[CH:37]=1)[C:8]([O:10][CH2:11][CH3:12])=[O:9])([CH3:17])([CH3:16])[CH3:15] |f:1.2.3,8.9.10.11.12|. Procedure: A mixture of ethyl 2-(2-bromo-1-benzofuran-3-yl)-2-(tert-butoxy)acetate (20c) (100 mg, 0.28 mmol), sodium carbonate (120 mg, 1.13 mmol), 6-(4,4,5,5-tetramethyl-1,3,2-dioxaborolan-2-yl)chroman (132 mg, 0.51 mmol) and palladium tetrakis(triphenylphosphine) (16 mg, 0.01 mmol) in toluene (1.26 mL), water (0.50 mL) and ethanol (0.60 mL) was heated at 95° C. for 24 hours. After cooling to room temperature, the mixture was poured into water (2 mL). The aqueous layer was extracted with toluene (2×5 mL).... The reactants are CON(C(=O)C=1C=NC(=NC1)C1=CC=C(C=C1)C(F)(F)F)C (2-(4-Trifluoromethyl-phenyl)-pyrimidine-5-carboxylic acid methoxy-methyl-amide), N-hexyl magnesium bromide. Solvent: O1CCCC1 (tetrahydrofuran). Reaction conditions: temperature 0 celsius. Yields the product FC(C1=CC=C(C=C1)C1=NC=C(C=N1)C(CCCCCC)=O)(F)F (1-[2-(4-Trifluoromethyl-phenyl)-pyrimidin-5-yl]-heptan-1-one). The yield is 109.9%. As a reaction SMILES: CON(C)[C:4]([C:6]1[CH:7]=[N:8][C:9]([C:12]2[CH:17]=[CH:16][C:15]([C:18]([F:21])([F:20])[F:19])=[CH:14][CH:13]=2)=[N:10][CH:11]=1)=[O:5]>O1CCCC1>[F:19][C:18]([F:21])([F:20])[C:15]1[CH:16]=[CH:17][C:12]([C:9]2[N:8]=[CH:7][C:6]([C:4](=[O:5])[CH2:16][CH2:17][CH2:12][CH2:13][CH2:14][CH3:15])=[CH:11][N:10]=2)=[CH:13][CH:14]=1. Reported procedure: 2-(4-Trifluoromethyl-phenyl)-pyrimidine-5-carboxylic acid methoxy-methyl-amide (2.46 g, 7.936 mmol) is suspended in anhydrous tetrahydrofuran (40 mL), and cooled to 0° C. with stirring under nitrogen. N-hexyl magnesium bromide (8.0 mL, 2.0 M in diethyl ether, 16 mmol) is slowly added to the reaction over 1 h. The reaction is allowed to warm slowly to room temperature and monitored by TLC. Upon complete consumption of starting material, the reaction is carefully neutralized with 1N hydrochloric a... Starting materials: intermediate n, C(C)(C)(C)OC(=O)N1CC2=CC3=CC(=CN=C3N2[C@@H](C1)C)C ((R)-4,7-dimethyl-3,4-dihydro-1H-2,4a,5-triaza-fluorene-2-carboxylic acid tert-butyl ester), C(#N)[BH3-].[Na+] (sodium cyanoborohydride). Yields the product C(C)(C)(C)OC(=O)N1C[C@H]2CC3=CC(=CN=C3N2[C@@H](C1)C)C ((4R,9aR)-4,7-Dimethyl-3,4,9,9a-tetrahydro-1H-2,4a,5-triaza-fluorene-2-carboxylic acid tert-butyl ester). As a reaction SMILES: [C:1]([O:5][C:6]([N:8]1[CH2:20][C@@H:19]([CH3:21])[N:18]2[C:10](=[CH:11][C:12]3[C:17]2=[N:16][CH:15]=[C:14]([CH3:22])[CH:13]=3)[CH2:9]1)=[O:7])([CH3:4])([CH3:3])[CH3:2].C([BH3-])#N.[Na+]>>[C:1]([O:5][C:6]([N:8]1[CH2:20][C@@H:19]([CH3:21])[N:18]2[C@H:10]([CH2:11][C:12]3[C:17]2=[N:16][CH:15]=[C:14]([CH3:22])[CH:13]=3)[CH2:9]1)=[O:7])([CH3:4])([CH3:3])[CH3:2] |f:1.2|. Procedure: This compound was prepared in analogy to Example 3, intermediate n) from (R)-4,7-dimethyl-3,4-dihydro-1H-2,4a,5-triaza-fluorene-2-carboxylic acid tert-butyl ester and sodium cyanoborohydride. Reactants: C(C)(=O)OC(C)C1=CC=C(C=C1)C1=CC=C(C=C1)C(=O)OCC1=CC=CC=C1 (benzyl 4'-(1-acetoxyethyl)-4-biphenylcarboxylate), P(=O)([O-])([O-])[O-] (phosphate). Run in C(Cl)(Cl)Cl (chloroform). Conditions: time 20 hour. Yields the product OC(C)C1=CC=C(C=C1)C1=CC=C(C=C1)C(=O)OCC1=CC=CC=C1 ((+)-benzyl 4'-(1-hydroxyethyl)-4-biphenylcarboxylate). Yield: 39.9%. Reaction SMILES: C([O:4][CH:5]([C:7]1[CH:12]=[CH:11][C:10]([C:13]2[CH:18]=[CH:17][C:16]([C:19]([O:21][CH2:22][C:23]3[CH:28]=[CH:27][CH:26]=[CH:25][CH:24]=3)=[O:20])=[CH:15][CH:14]=2)=[CH:9][CH:8]=1)[CH3:6])(=O)C.P([O-])([O-])([O-])=O>C(Cl)(Cl)Cl>[OH:4][CH:5]([C:7]1[CH:8]=[CH:9][C:10]([C:13]2[CH:18]=[CH:17][C:16]([C:19]([O:21][CH2:22][C:23]3[CH:28]=[CH:27][CH:26]=[CH:25][CH:24]=3)=[O:20])=[CH:15][CH:14]=2)=[CH:11][CH:12]=1)[CH3:6]. Procedure details: 29.9 g (0.08 mol) of IV-15 was mixed with 800 ml of 0.1M phosphate buffer (pH 7.5), 30 ml of chloroform and 6 g of Amano Lipase P and the mixture was stirred vigorously at 30°-35° C. for 20 hours. The reaction mixture was extracted with 600 ml of methyl isobutyl ketone. The organic layer was concentrated under reduced pressure and the residue was purified by column chromatography using a 12:1 mixed solution of chloroform and ethyl acetate as eluting solvent to obtain 10.6 g of (+)-benzyl 4'-(1-h... Reactants: C(C1=CC=CC=C1)OC(N[C@@H](CC(C)C)CO)=O ([(1S)-1-(hydroxymethyl)-3-methylbutyl]carbamic acid benzyl ester), [Si](C1=CC=CC=C1)(C1=CC=CC=C1)(C(C)(C)C)Cl (t-butyldiphenylsilyl chloride), N1C=NC=C1 (imidazole). Run in CN(C=O)C (dimethylformamide). Run at time 8 hour. Yields the product C(C1=CC=CC=C1)OC(N[C@@H](CC(C)C)CO[Si](C1=CC=CC=C1)(C1=CC=CC=C1)C(C)(C)C)=O ([(1S)-1-(t-butyldiphenylsilyloxymethyl)-3-methylbutyl]carbamic acid benzyl ester). Yield: 97.5%. Reaction SMILES: [CH2:1]([O:8][C:9](=[O:18])[NH:10][C@H:11]([CH2:16][OH:17])[CH2:12][CH:13]([CH3:15])[CH3:14])[C:2]1[CH:7]=[CH:6][CH:5]=[CH:4][CH:3]=1.[Si:19](Cl)([C:32]([CH3:35])([CH3:34])[CH3:33])([C:26]1[CH:31]=[CH:30][CH:29]=[CH:28][CH:27]=1)[C:20]1[CH:25]=[CH:24][CH:23]=[CH:22][CH:21]=1.N1C=CN=C1>CN(C)C=O>[CH2:1]([O:8][C:9](=[O:18])[NH:10][C@H:11]([CH2:16][O:17][Si:19]([C:32]([CH3:35])([CH3:34])[CH3:33])([C:26]1[CH:27]=[CH:28][CH:29]=[CH:30][CH:31]=1)[C:20]1[CH:25]=[CH:24][CH:23]=[CH:22][CH:21]=1)[CH2:12][CH:13]([CH3:15])[CH3:14])[C:2]1[CH:7]=[CH:6][CH:5]=[CH:4][CH:3]=1. Procedure: Subsequently, to a solution of [(1S)-1-(hydroxymethyl)-3-methylbutyl]carbamic acid benzyl ester (4.84 g, 19.3 mmol) in dimethylformamide (145 ml) were added t-butyldiphenylsilyl chloride (6.01 ml, 23.1 mmol) and imidazole (1.57 g, 23.1 mmol) in an ice bath, and then the mixture was stirred at room temperature for 8 hours. After checking the completion of the reaction, the reaction mixture was partitioned between ethyl acetate and 10% aqueous sodium chloride solution. The organic layer was washed...